Dataset: the Open Reaction Database (ORD), a public repository of structured organic reaction records. Task: describe an organic reaction: reactants, conditions, products, and yield Reactants: C(C)(C)(C)[SiH2]OC(C1=CC(=NC(=C1)C)C#N)(C)C (4-(tert-Butyl-dimethyl-silanyloxymethyl)-6-methyl-pyridine-2-carbonitrile), [F-].C(CCC)[N+](CCCC)(CCCC)CCCC (tetrabutylammonium fluoride). Run in C1CCOC1 (THF), C1CCOC1 (THF). Run at time 1 hour. Yields the product OCC1=CC(=NC(=C1)C)C#N (4-Hydroxymethyl-6-methyl-pyridine-2-carbonitrile). Isolated yield 90.0%. Reaction SMILES: C([SiH2][O:6][C:7](C)(C)[C:8]1[CH:13]=[C:12]([CH3:14])[N:11]=[C:10]([C:15]#[N:16])[CH:9]=1)(C)(C)C.[F-].C([N+](CCCC)(CCCC)CCCC)CCC>C1COCC1>[OH:6][CH2:7][C:8]1[CH:13]=[C:12]([CH3:14])[N:11]=[C:10]([C:15]#[N:16])[CH:9]=1 |f:1.2|. Procedure details: 4-(tert-Butyl-dimethyl-silanyloxymethyl)-6-methyl-pyridine-2-carbonitrile (8 g, 30.53 mmol) was stirred with 1M tetrabutylammonium fluoride in THF (32 ml, 32 mmol) in THF (30 ml) at room temperature. After 1 hr., the mixture was evaporated in vacuo and the residue was purified by silica gel column chromatography (eluent, ether:hexane (4:1)) to afford 4.07 g (90%) of 4-Hydroxymethyl-6-methyl-pyridine-2-carbonitrile as a white solid. m.p. 136-138° C.; 1H NMR (200 MHz, CDCl3) δ 2.59 (3H, s), 4.78 (...